Task: describe an organic reaction: reactants, conditions, products, and yield. Dataset: the Open Reaction Database (ORD), a public repository of structured organic reaction records Starting materials: C(C(C)(C)C)(=O)NC1=NC=CC=C1C=O (2-(pivaloylamino)-3-pyridinecarboxaldehyde), C(=O)([O-])[O-].[K+].[K+] (K2CO3). Solvent: Cl (HCl). The product is NC1=NC=CC=C1C=O (2-Amino-3-pyridinecarboxaldehyde). Yield: 96.5%. As a reaction SMILES: C([NH:7][C:8]1[C:13]([CH:14]=[O:15])=[CH:12][CH:11]=[CH:10][N:9]=1)(=O)C(C)(C)C.C([O-])([O-])=O.[K+].[K+]>Cl>[NH2:7][C:8]1[C:13]([CH:14]=[O:15])=[CH:12][CH:11]=[CH:10][N:9]=1 |f:1.2.3|. Procedure: Crude 2-(pivaloylamino)-3-pyridinecarboxaldehyde (from step b, 43 g) was dissolved in 3 M HCl (500 mL), and the solution was heated to reflux. After 18 hr the mixture was cooled to RT, and the pH was carefully adjusted to 7 using solid K2CO3. The aqueous solution was extracted with EtOAc (3×500 mL). The combined organic layers were dried (MgSO4)and concentrated to give the title compound (24.57 g, 101%) as a reddish brown solid: 1H NMR (300 MHz, CDCl3) δ 9.85 (s, 1H), 8.24 (m. 1 H), 7.80 (m, 1H)...